describe an organic reaction: reactants, conditions, products, and yield From a dataset of the Open Reaction Database (ORD), a public repository of structured organic reaction records. Starting materials: N1N=C(C2=CC=CC=C12)/C=C/C1=CC=C(C(=O)O)C=C1 ((E)-4-[2-(1H-indazol-3-yl)vinyl]benzoic acid), Cl.C(C)N=C=NCCCN(C)C (1-ethyl-3-(3-dimethylaminopropyl)carbodiimide hydrochloride), CN1CCOCC1 (N-methylmorpholine), N1C[C@@H](CC1)NC(OC(C)(C)C)=O (tert-butyl (R)-(pyrrolidin-3-yl)carbamate), O.ON1N=NC2=C1C=CC=C2 (1-hydroxybenzotriazole monohydrate), solution, Cl (hydrogen chloride). Solvent: CO (methanol), CO (methanol). Reaction conditions: temperature 60 celsius. The product is N1N=C(C2=CC=CC=C12)/C=C/C1=CC=C(C(=O)N2C[C@@H](CC2)N)C=C1 ((R)-(E)-1-{4-[2-(1H-Indazol-3-yl)vinyl]benzoyl}-3-aminopyrrolidine). Yield: 57.4%. Reaction SMILES: [NH:1]1[C:9]2[C:4](=[CH:5][CH:6]=[CH:7][CH:8]=2)[C:3](/[CH:10]=[CH:11]/[C:12]2[CH:20]=[CH:19][C:15]([C:16]([OH:18])=O)=[CH:14][CH:13]=2)=[N:2]1.[NH:21]1[CH2:25][CH2:24][C@@H:23]([NH:26]C(=O)OC(C)(C)C)[CH2:22]1.O.ON1C2C=CC=CC=2N=N1.Cl.C(N=C=NCCCN(C)C)C.CN1CCOCC1.Cl>CO>[NH:1]1[C:9]2[C:4](=[CH:5][CH:6]=[CH:7][CH:8]=2)[C:3](/[CH:10]=[CH:11]/[C:12]2[CH:13]=[CH:14][C:15]([C:16]([N:21]3[CH2:25][CH2:24][C@@H:23]([NH2:26])[CH2:22]3)=[O:18])=[CH:19][CH:20]=2)=[N:2]1 |f:2.3,4.5|. Procedure: The product obtained using (E)-4-[2-(1H-indazol-3-yl)vinyl]benzoic acid (700 mg, 2.65 mmol) obtained in Step 6 of Example 1, tert-butyl (R)-(pyrrolidin-3-yl)carbamate (740 mg, 3.98 mmol), 1-hydroxybenzotriazole monohydrate (470 mg, 3.46 mmol), 1-ethyl-3-(3-dimethylaminopropyl)carbodiimide hydrochloride (710 mg, 3.72 mmol) and N-methylmorpholine (0.608 mL, 5.32 mmol) in a similar manner to Example 5, was dissolved in methanol (1.5 mL), and the solution was added with a 4 mol/L solution of hydroge...